Dataset: the Open Reaction Database (ORD), a public repository of structured organic reaction records. Task: describe an organic reaction: reactants, conditions, products, and yield Reactants: CS(=O)(=O)Cl, CN(C)C=O, Cc1c[nH]c2c1C(=O)CC(c1ccccc1F)C2, [H-], [Na+]. Yields the product Cc1cn(S(C)(=O)=O)c2c1C(=O)CC(c1ccccc1F)C2. As a reaction SMILES: [CH3:21][S:22](=[O:23])(=[O:24])[Cl:25].[CH3:26][N:27]([CH3:28])[CH:29]=[O:30].[CH3:3][c:4]1[cH:5][nH:6][c:7]2[c:12]1[C:11](=[O:13])[CH2:10][CH:9]([c:14]1[c:15]([F:20])[cH:16][cH:17][cH:18][cH:19]1)[CH2:8]2.[H-:1].[Na+:2]>>[CH3:3][c:4]1[cH:5][n:6]([S:22]([CH3:21])(=[O:23])=[O:24])[c:7]2[c:12]1[C:11](=[O:13])[CH2:10][CH:9]([c:14]1[c:15]([F:20])[cH:16][cH:17][cH:18][cH:19]1)[CH2:8]2. Reactants: ClC1=CC2=C(C=N1)C=NN2 (6-chloro-1H-pyrazolo[4,3-c]pyridine), IN1C(CCC1=O)=O (N-iodosuccinimide). As a reaction SMILES: [Cl:1][C:2]1[N:7]=[CH:6][C:5]2[CH:8]=[N:9][NH:10][C:4]=2[CH:3]=1.[I:11]N1C(=O)CCC1=O>CN(C)C=O>[Cl:1][C:2]1[N:7]=[CH:6][C:5]2[C:8]([I:11])=[N:9][NH:10][C:4]=2[CH:3]=1. Product: ClC1=CC2=C(C=N1)C(=NN2)I (6-chloro-3-iodo-1H-pyrazolo[4,3-c]pyridine). Yield: 89.5%. Solvent: CN(C=O)C (N,N-dimethylformamide). Reported procedure: A mixture of 6-chloro-1H-pyrazolo[4,3-c]pyridine (0.3 g, 2 mmol) (Frontier Cat. No. Z13659) and N-iodosuccinimide (0.53 g, 2.3 mmol) in N,N-dimethylformamide (2 mL) was stirred at 80° C. for 1 h. After cooling it was concentrated and the residue was treated with methanol. The white solid was collected by filtration to afford the desired product (0.5 g). LCMS (M+H)+=279.9. The reactants are ClC1=C(C=O)C=CC=C1 (2-chlorobenzaldehyde), NC1=NNC=C1 (3-aminopyrazole), C1(CC1)C(CC(=O)OCC)=O (ethyl 3-cyclopropyl-3-oxopropionate). Yields the product ClC1=C(C=CC=C1)C1C=2C(NC(=C1C(=O)OCC)C1CC1)=NNC2 (Ethyl 4-(2-chlorophenyl)-6-cyclopropyl-4,7-dihydro-2H-pyrazolo[3,4-b]pyridine-5-carboxylate). RXN SMILES: [Cl:1][C:2]1[CH:9]=[CH:8][CH:7]=[CH:6][C:3]=1[CH:4]=O.[NH2:10][C:11]1[CH:15]=[CH:14][NH:13][N:12]=1.[CH:16]1([C:19](=O)[CH2:20][C:21]([O:23][CH2:24][CH3:25])=[O:22])[CH2:18][CH2:17]1>>[Cl:1][C:2]1[CH:9]=[CH:8][CH:7]=[CH:6][C:3]=1[CH:4]1[C:20]([C:21]([O:23][CH2:24][CH3:25])=[O:22])=[C:19]([CH:16]2[CH2:18][CH2:17]2)[NH:10][C:11]2=[N:12][NH:13][CH:14]=[C:15]12. Procedure: To a solution of 2-oxazolydone (20.8 g) in tetrahydrofuran (750 ml) was added n-butyllithium (1.56 M hexane solution, 153 ml) at −78° C. and the mixture was stirred at the same temperature for 30 minutes. To the reaction mixture was added a solution of cyclopropanecarbonyl chloride (25 g) in tetrahydrofuran (50 ml) at −78° C. over 30 minutes. The mixture was stirred for 14 hours while gradually raising the temperature to room temperature. The reaction mixture was poured into ice-water and the mi... The reactants are C(C1=CC=CC=C1)(=O)O (benzoic acid), CC(C)(C)NCCCOC1=C(C=CC=C1)C(O)C=1C=2C=CNC2C=CC1 (α-[2-[3-[(1,1-dimethyl ethyl)-amino]-propoxy]-phenyl]-1H-indole-4-methanol). Run in C(C)(=O)OCC (ethyl acetate), C(C)(=O)OCC (ethyl acetate). Product: C(C1=CC=CC=C1)(=O)OC(C=1C=2C=CNC2C=CC1)C1=C(C=CC=C1)OCCCNC(C)(C)C (α-[2-[3-[(1,1-dimethyl ethyl)-amino]-propoxy]-phenyl]-1H-indole-4-methanol benzoate). Yield: 94.1%. RXN SMILES: [C:1]([OH:9])(=[O:8])[C:2]1[CH:7]=[CH:6][CH:5]=[CH:4][CH:3]=1.[CH3:10][C:11]([NH:14][CH2:15][CH2:16][CH2:17][O:18][C:19]1[CH:24]=[CH:23][CH:22]=[CH:21][C:20]=1[CH:25]([C:27]1[C:28]2[CH:29]=[CH:30][NH:31][C:32]=2[CH:33]=[CH:34][CH:35]=1)O)([CH3:13])[CH3:12]>C(OCC)(=O)C>[C:1]([O:9][CH:25]([C:20]1[CH:21]=[CH:22][CH:23]=[CH:24][C:19]=1[O:18][CH2:17][CH2:16][CH2:15][NH:14][C:11]([CH3:13])([CH3:12])[CH3:10])[C:27]1[C:28]2[CH:29]=[CH:30][NH:31][C:32]=2[CH:33]=[CH:34][CH:35]=1)(=[O:8])[C:2]1[CH:7]=[CH:6][CH:5]=[CH:4][CH:3]=1. Procedure details: A solution of 0.745 g of benzoic acid in 11 ml of ethyl acetate was added 70° C. to a mixture of 2.15 g of product of Step A and 400 ml of ethyl acetate. The solution obtained was filtered hot and cooled to obtain 2.62 g of the desired product melting at 185° C. Starting materials: 1,1-Carbonyldiimidazole, ClC1=C(C=C(S1)S(=O)(=O)N)C(=O)O (5-chloro-4-carboxythiophene-2-sulfonamide), ice water, C(=O)(O)[O-].[Na+] (NaHCO3), CN1CCCCC1 (N-methylpiperidine), Cl.CNOC (N,O-dimethylhydroxylamine hydrochloride). Run in CN(C)C=O (DMF). Run at time 2 hour. The product is CN(C(=O)C1=C(SC(=C1)S(N)(=O)=O)Cl)OC (N-methyl-N-methoxy-2-chloro-5-sulfamoylthiophene-3-carboxamide). Isolated yield 40.4%. RXN SMILES: [Cl:1][C:2]1[S:6][C:5]([S:7]([NH2:10])(=[O:9])=[O:8])=[CH:4][C:3]=1[C:11]([OH:13])=O.CN1CCCCC1.Cl.[CH3:22][NH:23][O:24][CH3:25].C([O-])(O)=O.[Na+]>CN(C=O)C>[CH3:22][N:23]([O:24][CH3:25])[C:11]([C:3]1[CH:4]=[C:5]([S:7](=[O:9])(=[O:8])[NH2:10])[S:6][C:2]=1[Cl:1])=[O:13] |f:2.3,4.5|. Procedure details: 1,1-Carbonyldiimidazole (7.70 g, 0.047 mol) was added portionwise to a solution of 5-chloro-4-carboxythiophene-2-sulfonamide (7.25 g, 0.03 mol) in DMF (60 mL). After two hours, N-methylpiperidine (6.0 mL, 0.05 mol) and N,O-dimethylhydroxylamine hydrochloride (5.2 g, 0.05 mol) were added to the reaction mixture. After an additional four hours at room temperature, the reaction mixture was poured into ice/water saturated with NaHCO3. The crude product was extracted into ethyl acetate, the extract w...